This data is from the Open Reaction Database (ORD), a public repository of structured organic reaction records. The task is: describe an organic reaction: reactants, conditions, products, and yield Reactants: ClC=1C=CC(=C(C(=O)NC2=NC=C(C=C2)C)C1)NCC1CCNCC1 (5-chloro-N-(5-methylpyridin-2-yl)-2-[(4-piperidinylmethyl)amino]benzamide), CC(=O)CC (methylethyl ketone), solution, C(#N)[BH3-].[Na+] (sodium cyanoborohydride). Solvent: CO.C(C)(=O)O (methanol acetic acid), O1CCCC1 (tetrahydrofuran). Run at temperature 50 celsius, time 96 hour. Yields the product ClC=1C=CC(=C(C(=O)NC2=NC=C(C=C2)C)C1)NCC1CCN(CC1)C(C)CC (5-Chloro-N-(5-methylpyridin-2-yl)-2-[(1-sec-butylpiperidin-4-yl)methylamino]benzamide). Yield: 50.1%. As a reaction SMILES: [Cl:1][C:2]1[CH:3]=[CH:4][C:5]([NH:18][CH2:19][CH:20]2[CH2:25][CH2:24][NH:23][CH2:22][CH2:21]2)=[C:6]([CH:17]=1)[C:7]([NH:9][C:10]1[CH:15]=[CH:14][C:13]([CH3:16])=[CH:12][N:11]=1)=[O:8].[CH3:26][C:27]([CH2:29][CH3:30])=O.C([BH3-])#N.[Na+]>CO.C(O)(=O)C.O1CCCC1>[Cl:1][C:2]1[CH:3]=[CH:4][C:5]([NH:18][CH2:19][CH:20]2[CH2:25][CH2:24][N:23]([CH:27]([CH2:29][CH3:30])[CH3:26])[CH2:22][CH2:21]2)=[C:6]([CH:17]=1)[C:7]([NH:9][C:10]1[CH:15]=[CH:14][C:13]([CH3:16])=[CH:12][N:11]=1)=[O:8] |f:2.3,4.5|. Reported procedure: A solution of 5-chloro-N-(5-methylpyridin-2-yl)-2-[(4-piperidinylmethyl)amino]benzamide from Example 99-A (0.45 g, 1.25 mmol) in 10 mL of 95:5 methanol-acetic acid was treated with methylethyl ketone (1.12 mL, 12.5 mmol), followed by sodium cyanoborohydride (5.0 ml of a 1 M solution in tetrahydrofuran, 6.0 mmol). After stirring at 50° C. for 96 h, the mixture was concentrated in vacuo; and the residue was subjected to silica gel chromatography. Elution with 9:1 dichloromethane-methanol afforded ... The reactants are N1(C=CC=C1)C1=CC=C(C(C(=O)OCC)=C1)O (Ethyl 5-(pyrrol-1-yl)salicylate), ClC1=CC=NC2=CC(=C(C=C12)OC)OC (4-chloro-6,7-dimethoxyquinoline). Reagents/catalysts: CN(C1=CC=NC=C1)C (4-dimethylaminopyridine). Run in ClC1=C(C=CC=C1)Cl (o-dichlorobenzene). Conditions: temperature 120 celsius, time 8 hour. Product: COC=1C=C2C(=CC=NC2=CC1OC)OC1=C(C(=O)OCC)C=C(C=C1)N1C=CC=C1 (Ethyl 2-[(6,7-dimethoxy-4-quinolyl)oxy]-5-(pyrrol-1-yl)benzoate). The yield is 22.1%. Reaction SMILES: [N:1]1([C:6]2[CH:16]=[C:10]([C:11]([O:13][CH2:14][CH3:15])=[O:12])[C:9]([OH:17])=[CH:8][CH:7]=2)[CH:5]=[CH:4][CH:3]=[CH:2]1.Cl[C:19]1[C:28]2[C:23](=[CH:24][C:25]([O:31][CH3:32])=[C:26]([O:29][CH3:30])[CH:27]=2)[N:22]=[CH:21][CH:20]=1>CN(C)C1C=CN=CC=1.ClC1C=CC=CC=1Cl>[CH3:30][O:29][C:26]1[CH:27]=[C:28]2[C:23](=[CH:24][C:25]=1[O:31][CH3:32])[N:22]=[CH:21][CH:20]=[C:19]2[O:17][C:9]1[CH:8]=[CH:7][C:6]([N:1]2[CH:5]=[CH:4][CH:3]=[CH:2]2)=[CH:16][C:10]=1[C:11]([O:13][CH2:14][CH3:15])=[O:12]. Procedure details: Ethyl 5-(pyrrol-1-yl)salicylate (170 mg), 4-chloro-6,7-dimethoxyquinoline (87 mg), and 4-dimethylaminopyridine (143 mg) were suspended in o-dichlorobenzene (1 ml), and the suspension was stirred at 120° C. overnight. The reaction solution was cooled to room temperature, and the solvent was removed by distillation under the reduced pressure. Water was then added to the residue, and the mixture was extracted with chloroform. The chloroform layer was washed with water and was dried over anhydrous s...